From a dataset of the Open Reaction Database (ORD), a public repository of structured organic reaction records. describe an organic reaction: reactants, conditions, products, and yield The reactants are CC1([C@@H]2[C@H](C3=CC(=CC=C3O1)C#N)O2)C ((S,S)-2,2-dimethyl-1a,7b-dihydro-2H-1,3-dioxa-cyclopropa[a]naphthalene-6-carbonitrile), ClC1=CC2=C(C(=NO2)N)C=C1 (6-chloro-benzo[d]isoxazol-3-ylamine). Product: ClC1=CC2=C(C(=NO2)N[C@H]2[C@@H](C(OC3=CC=C(C=C23)C#N)(C)C)O)C=C1 ((3S,4R)-4-(6-Chloro-benzo[d]isoxazol-3-ylamino)-3-hydroxy-2,2-dimethyl-chroman-6-carbonitrile). Reaction SMILES: [CH3:1][C:2]1([CH3:15])[O:11][C:10]2[C:5](=[CH:6][C:7]([C:12]#[N:13])=[CH:8][CH:9]=2)[C@@H:4]2[O:14][C@H:3]12.[Cl:16][C:17]1[CH:26]=[CH:25][C:20]2[C:21]([NH2:24])=[N:22][O:23][C:19]=2[CH:18]=1>>[Cl:16][C:17]1[CH:26]=[CH:25][C:20]2[C:21]([NH:24][C@@H:4]3[C:5]4[C:10](=[CH:9][CH:8]=[C:7]([C:12]#[N:13])[CH:6]=4)[O:11][C:2]([CH3:15])([CH3:1])[C@H:3]3[OH:14])=[N:22][O:23][C:19]=2[CH:18]=1. Reported procedure: Following the procedure in Example 1, using (S,S)-2,2-dimethyl-1a,7b-dihydro-2H-1,3-dioxa-cyclopropa[a]naphthalene-6-carbonitrile and 6-chloro-benzo[d]isoxazol-3-ylamine (prepared by literature known method) as starting materials, the title compound was prepared as a white solid. Reactants: ClC=1C(=C(NC=2C(=CSC2)CC#N)C=CC1)C (4-(3-chloro-2-methylanilino)-3-thiophenacetonitrile), S(O)(O)(=O)=O (sulfuric acid), O (water). Conditions: time 1 hour. Product: ClC=1C(=C(NC=2C(=CSC2)CC(=O)O)C=CC1)C (4-(3-chloro-2-methylanilino)-3-thiophenacetic acid). Reaction SMILES: [Cl:1][C:2]1[C:3]([CH3:17])=[C:4]([CH:14]=[CH:15][CH:16]=1)[NH:5][C:6]1[C:7]([CH2:11][C:12]#N)=[CH:8][S:9][CH:10]=1.S(=O)(=O)(O)[OH:19].[OH2:23]>>[Cl:1][C:2]1[C:3]([CH3:17])=[C:4]([CH:14]=[CH:15][CH:16]=1)[NH:5][C:6]1[C:7]([CH2:11][C:12]([OH:19])=[O:23])=[CH:8][S:9][CH:10]=1. Procedure: 26.3 g (0.1 mole) of 4-(3-chloro-2-methylanilino)-3-thiophenacetonitrile are introduced into 135 ml of concentrated sulfuric acid; the resulting mixture is stirred at 20° for 1 hour; 49 ml of water are then added dropwise and the obtained mixture is heated to 100° for 3 hours. It is poured onto ice, and the precipitate, which has formed, is filtered off. Recrystallization from diisopropyl ether gives 4-(3-chloro-2-methylanilino)-3-thiophenacetic acid. m. 126° to 128°. Reactants: CCCCO, Cc1cc2c(cc1C)NC(=S)CC(c1ccc(-n3c(C)nc4cnccc43)cc1)=N2, NN, O, Cc1ccc(S(=O)(=O)O)cc1. Yields the product Cc1cc2c(cc1C)N=C(c1ccc(-n3c(C)nc4cnccc43)cc1)CC(NN)=N2. RXN SMILES: [CH2:45]([OH:46])[CH2:47][CH2:48][CH3:49].[CH3:1][c:2]1[cH:3][c:4]2[c:5]([cH:28][c:29]1[CH3:30])[NH:6][C:7](=[S:27])[CH2:8][C:9]([c:11]1[cH:12][cH:13][c:14](-[n:17]3[c:18]([CH3:26])[n:19][c:20]4[cH:21][n:22][cH:23][cH:24][c:25]34)[cH:15][cH:16]1)=[N:10]2.[NH2:32][NH2:33].[OH2:31].[c:34]1([CH3:35])[cH:36][cH:37][c:38]([S:39]([OH:40])(=[O:41])=[O:42])[cH:43][cH:44]1>>[CH3:1][c:2]1[cH:3][c:4]2[c:5]([cH:28][c:29]1[CH3:30])[N:6]=[C:7]([NH:32][NH2:33])[CH2:8][C:9]([c:11]1[cH:12][cH:13][c:14](-[n:17]3[c:18]([CH3:26])[n:19][c:20]4[cH:21][n:22][cH:23][cH:24][c:25]34)[cH:15][cH:16]1)=[N:10]2. Starting materials: ClC1=NC=NC(=N1)Cl (2,4-dichloro-1,3,5-triazine), CCN(C(C)C)C(C)C (DIPEA), [Cl-].CC(C)S(=O)(=O)CC=1C=C([NH3+])C=CC1 (3-[(propan-2-ylsulfonyl)methyl]anilinium chloride). The solvent is C1CCOC1.CC(C)O (THF i-PrOH), C1CCOC1.CC(C)O (THF i-PrOH). Product: ClC1=NC(=NC=N1)NC1=CC(=CC=C1)CS(=O)(=O)C(C)C (4-Chloro-N-{3-[(propan-2-ylsulfonyl)methyl]phenyl}-1,3,5-triazin-2-amine). Isolated yield 268.0%. As a reaction SMILES: Cl[C:2]1[N:7]=[C:6]([Cl:8])[N:5]=[CH:4][N:3]=1.CCN(C(C)C)C(C)C.[Cl-].[CH3:19][CH:20]([S:22]([CH2:25][C:26]1[CH:27]=[C:28]([CH:30]=[CH:31][CH:32]=1)[NH3+:29])(=[O:24])=[O:23])[CH3:21]>C1COCC1.CC(O)C>[Cl:8][C:6]1[N:5]=[CH:4][N:3]=[C:2]([NH:29][C:28]2[CH:30]=[CH:31][CH:32]=[C:26]([CH2:25][S:22]([CH:20]([CH3:21])[CH3:19])(=[O:24])=[O:23])[CH:27]=2)[N:7]=1 |f:2.3,4.5|. Procedure: To a stirred solution of 2,4-dichloro-1,3,5-triazine (150 mg, ABCR GmbH & CO. KG) in THF/i-PrOH (1:1; 1.9 mL) DIPEA (0.52 mL) was added at −40° C. Then a suspension of 3-[(propan-2-ylsulfonyl)methyl]anilinium chloride (250 mg) in THF/i-PrOH (1:1, 0.94 mL) was added at this temperature. Under stirring the temperature of the reaction mixture was slowly raised over 3 hours to 0° C. The reaction mixture was then concentrated in vacuo to give the crude title compound (876 mg) which was used without f... Starting materials: C(C1=CC=CC=C1)(C1=CC=CC=C1)(C1=CC=CC=C1)N1C=NC(=C1)C(=O)OC (methyl 1-trityl-1H-imidazole-4-carboxylate), solution, CC[Mg+].[Br-] (EtMgBr). Reagents/catalysts: CC(C)O[Ti](OC(C)C)(OC(C)C)OC(C)C (Ti(OiPr)4). The solvent is C1CCOC1 (THF). Conditions: time 4 hour. Yields the product C(C1=CC=CC=C1)(C1=CC=CC=C1)(C1=CC=CC=C1)N1C=NC(=C1)C1(CC1)O (1-(1-trityl-1H-imidazol-4-yl)cyclopropanol). Yield: 4.0%. Reaction SMILES: [C:1]([N:20]1[CH:24]=[C:23]([C:25]([O:27]C)=O)[N:22]=[CH:21]1)([C:14]1[CH:19]=[CH:18][CH:17]=[CH:16][CH:15]=1)([C:8]1[CH:13]=[CH:12][CH:11]=[CH:10][CH:9]=1)[C:2]1[CH:7]=[CH:6][CH:5]=[CH:4][CH:3]=1.[CH3:29][CH2:30][Mg+].[Br-]>C1COCC1.CC(O[Ti](OC(C)C)(OC(C)C)OC(C)C)C>[C:1]([N:20]1[CH:24]=[C:23]([C:25]2([OH:27])[CH2:30][CH2:29]2)[N:22]=[CH:21]1)([C:2]1[CH:7]=[CH:6][CH:5]=[CH:4][CH:3]=1)([C:14]1[CH:15]=[CH:16][CH:17]=[CH:18][CH:19]=1)[C:8]1[CH:13]=[CH:12][CH:11]=[CH:10][CH:9]=1 |f:1.2|. Procedure: A solution of methyl 1-trityl-1H-imidazole-4-carboxylate (11.0 g, 29.9 mmol) and Ti(OiPr)4 (12.37 mL, 41.8 mmol) in THF (3 mL) was treated dropwise with a 1M solution of EtMgBr (76 mL, 76 mmol) to maintain the temperature below 35° C. The mixture was then stirred at RT for 4 h, and then poured onto H2O. The precipitate was filtered off, and the filtrate was extracted with AcOEt. The combined org. layers were dried over Na2O4, filtered and concentrated in vacuo. Purification by flash chromatograp... The reactants are CN(C)c1cc(C2OCCO2)ccc1O, Cl, [Na+], C1CCOC1, O=C([O-])O. Yields the product CN(C)c1cc(C=O)ccc1O. Reaction SMILES: [CH2:1]1[O:2][CH:4]([c:5]2[cH:6][c:7]([N:12]([CH3:13])[CH3:14])[c:8]([OH:11])[cH:9][cH:10]2)[O:3][CH2:15]1.[ClH:16].[Na+:17].[O:22]1[CH2:23][CH2:24][CH2:25][CH2:26]1.[OH:18][C:19](=[O:20])[O-:21]>>[O:3]=[CH:4][c:5]1[cH:6][c:7]([N:12]([CH3:13])[CH3:14])[c:8]([OH:11])[cH:9][cH:10]1. Starting materials: COC1=CC=C(CCO)C=C1 (4-methoxy-phenethyl alcohol), S(=O)(Cl)Cl (thionyl chloride). Solvent: ClCCl (dichloromethane), [Cl-].[Na+].O (brine). Conditions: time 20 hour. Product: ClCCC1=CC=C(C=C1)OC (1-chloro-2-(4-methoxypheny)-ethane). Yield: 51.0%. RXN SMILES: [CH3:1][O:2][C:3]1[CH:11]=[CH:10][C:6]([CH2:7][CH2:8]O)=[CH:5][CH:4]=1.S(Cl)([Cl:14])=O>ClCCl.[Cl-].[Na+].O>[Cl:14][CH2:8][CH2:7][C:6]1[CH:10]=[CH:11][C:3]([O:2][CH3:1])=[CH:4][CH:5]=1 |f:3.4.5|. Reported procedure: 4-methoxy-phenethyl alcohol (15.2 g, 10 mmol) were dissolved in 200 ml of dichloromethane and at 0° C., 7.35 ml of thionyl chloride were added. The reaction mixture was allowed to warm to room temperature over 1/2 hour. After stirring for 20 hours, the mixture was added to brine and extracted with dichloromethane. The dichloromethane was evaporated to obtain an oil which was chromatographed on silica gel using a mixture of 30% ethyl acetate/hexane as the eluent to obtain 8.8 g (51%) of the title... Starting materials: COCCCC=1C=C(C2=CC=CC=C2C1)C(=O)OC (Methyl 3-[3-(methyloxy)propyl]-1-naphthalenecarboxylate), CO (MeOH), [Li+].[OH-] (LiOH). Solvent: C1CCOC1 (THF). Product: COCCCC=1C=C(C2=CC=CC=C2C1)C(=O)O (3-[3-(Methyloxy)propyl]-1-naphthalenecarboxylic acid). Reaction SMILES: [CH3:1][O:2][CH2:3][CH2:4][CH2:5][C:6]1[CH:7]=[C:8]([C:16]([O:18]C)=[O:17])[C:9]2[C:14]([CH:15]=1)=[CH:13][CH:12]=[CH:11][CH:10]=2.CO.[Li+].[OH-]>C1COCC1>[CH3:1][O:2][CH2:3][CH2:4][CH2:5][C:6]1[CH:7]=[C:8]([C:16]([OH:18])=[O:17])[C:9]2[C:14]([CH:15]=1)=[CH:13][CH:12]=[CH:11][CH:10]=2 |f:2.3|. Reported procedure: Methyl 3-[3-(methyloxy)propyl]-1-naphthalenecarboxylate (1 eq.) from the previous step was taken up in a 2:1 (v/v) mixture of MeOH:THF (0.08 M). To this solution was then added LiOH (2.0 M aq. solution, 3 eq.) and the resulting cloudy solution was vigorously stirred at RT for 24 h. The volatiles were then removed in vacuo and the pH of the residue was carefully adjusted to ˜2 with 1 N aq. HCl before it was extracted with EtOAc. The combined organic extracts were washed further with water and bri... The reactants are [N+](=O)([O-])C=1C(NC(=C(C1)CC)COCC1=CC=CC=C1)=O (3-nitro-5-ethyl-6-benzyloxymethyl-2(1H)-pyridinone). Reaction SMILES: [N+:1]([C:4]1[C:5](=[O:21])[NH:6][C:7]([CH2:12][O:13]CC2C=CC=CC=2)=[C:8]([CH2:10][CH3:11])[CH:9]=1)([O-])=O>O1CCCC1.CO.[Pd]>[NH2:1][C:4]1[C:5](=[O:21])[NH:6][C:7]([CH2:12][OH:13])=[C:8]([CH2:10][CH3:11])[CH:9]=1. The solvent is O1CCCC1 (tetrahydrofuran), CO (methanol). Reported procedure: A solution of 3-nitro-5-ethyl-6-benzyloxymethyl-2(1H)-pyridinone (576 mg, 2.0 mmol) in tetrahydrofuran (15 mL) and methanol (15 mL) containing 10% palladium/charcoal (130 mg) was hydrogenated at atomspheric pressure, monitoring the progress by thin layer chromatography (tlc). Additional catalyst was added in 100 mg portions after day 2 and day 3. After 3-4 days, the catalyst was filtered and the solvents evaporated. The catalyst was vigorously washed with methanol/chloroform and combined solvent... Reagents/catalysts: [Pd] (palladium/charcoal). Product: NC=1C(NC(=C(C1)CC)CO)=O (3-amino-5-ethyl-6-hydroxymethyl-2(1H)-pyridinone). Conditions: time 3.5 day. The yield is 90.0%.